This data is from the Open Reaction Database (ORD), a public repository of structured organic reaction records. The task is: describe an organic reaction: reactants, conditions, products, and yield Starting materials: CCOC(=O)CBr, Oc1ccc(OCc2ccccc2)cc1OCc1ccccc1, C1CCOC1, [H-], [Na+]. Product: CCOC(=O)COc1ccc(OCc2ccccc2)cc1OCc1ccccc1. Reaction SMILES: [Br:26][CH2:27][C:28](=[O:29])[O:30][CH2:31][CH3:32].[CH2:1]([c:2]1[cH:3][cH:4][cH:5][cH:6][cH:7]1)[O:8][c:9]1[c:10]([OH:23])[cH:11][cH:12][c:13]([O:15][CH2:16][c:17]2[cH:18][cH:19][cH:20][cH:21][cH:22]2)[cH:14]1.[CH2:33]1[O:34][CH2:35][CH2:36][CH2:37]1.[H-:24].[Na+:25]>>[CH2:1]([c:2]1[cH:3][cH:4][cH:5][cH:6][cH:7]1)[O:8][c:9]1[c:10]([O:23][CH2:27][C:28](=[O:29])[O:30][CH2:31][CH3:32])[cH:11][cH:12][c:13]([O:15][CH2:16][c:17]2[cH:18][cH:19][cH:20][cH:21][cH:22]2)[cH:14]1. RXN SMILES: [C:1]([CH3:2])([CH3:3])([CH3:4])[O:5][C:6](=[O:7])[NH:8][CH:9]([CH2:10][c:11]1[cH:12][cH:13][c:14]([O:17][CH2:18][c:19]2[cH:20][cH:21][cH:22][cH:23][cH:24]2)[cH:15][cH:16]1)[CH:25]=[O:26].[CH2:27]([CH3:28])[NH:29][CH2:30][CH3:31].[CH3:32][OH:33]>>[C:1]([CH3:2])([CH3:3])([CH3:4])[O:5][C:6](=[O:7])[NH:8][CH:9]([CH2:10][c:11]1[cH:12][cH:13][c:14]([O:17][CH2:18][c:19]2[cH:20][cH:21][cH:22][cH:23][cH:24]2)[cH:15][cH:16]1)[CH2:25][N:29]([CH2:27][CH3:28])[CH2:30][CH3:31]. The reactants are CC(C)(C)OC(=O)NC(C=O)Cc1ccc(OCc2ccccc2)cc1, CCNCC, CO. Yields the product CCN(CC)CC(Cc1ccc(OCc2ccccc2)cc1)NC(=O)OC(C)(C)C. Starting materials: C[Si](C)(C)[N-][Si](C)(C)C, Cc1nc(N)nc(-c2cc(CN3CCOCC3)cnc2F)n1, CN(C)S(=O)(=O)Nc1cc(N)cnc1Cl, [Na+], CN(C)C=O. The product is Cc1nc(N)nc(-c2cc(CN3CCOCC3)cnc2Nc2cnc(Cl)c(NS(=O)(=O)N(C)C)c2)n1. RXN SMILES: [CH3:39][Si:40]([N-:41][Si:42]([CH3:43])([CH3:44])[CH3:45])([CH3:46])[CH3:47].[F:1][c:2]1[n:3][cH:4][c:5]([CH2:16][N:17]2[CH2:18][CH2:19][O:20][CH2:21][CH2:22]2)[cH:6][c:7]1-[c:8]1[n:9][c:10]([NH2:15])[n:11][c:12]([CH3:14])[n:13]1.[NH2:23][c:24]1[cH:25][c:26]([NH:31][S:32](=[O:33])(=[O:34])[N:35]([CH3:36])[CH3:37])[c:27]([Cl:30])[n:28][cH:29]1.[Na+:38].[O:48]=[CH:49][N:50]([CH3:51])[CH3:52]>>[c:2]1([NH:23][c:24]2[cH:25][c:26]([NH:31][S:32](=[O:33])(=[O:34])[N:35]([CH3:36])[CH3:37])[c:27]([Cl:30])[n:28][cH:29]2)[n:3][cH:4][c:5]([CH2:16][N:17]2[CH2:18][CH2:19][O:20][CH2:21][CH2:22]2)[cH:6][c:7]1-[c:8]1[n:9][c:10]([NH2:15])[n:11][c:12]([CH3:14])[n:13]1. The reactants are C(C)(=O)O[C@H]1[C@@H](O[C@@H]([C@H]([C@@H]1OC(C)=O)OC(C)=O)COC(C)=O)OC1=NNC(=C1CC1=CC=C(C=C1)CCCC(NC(C)(C)C(=O)O)=O)C(C)C (3-(2,3,4,6-tetra-O-acetyl-β-D-glucopyranosyloxy)-4-[(4-{3-[1-carboxy-1-(methyl)ethyl-carbamoyl]propyl}phenyl)methyl]-5-isopropyl-1H-pyrazole), C(C(CO)(CO)N)O (tris(hydroxymethyl)aminomethane), OCCN1CCNCC1 (1-(2-hydroxyethyl)piperazine). The product is [C@@H]1([C@H](O)[C@@H](O)[C@H](O)[C@H](O1)CO)OC1=NNC(=C1CC1=CC=C(C=C1)CCCC(NC(C)(C)C(NC(CO)(CO)CO)=O)=O)C(C)C (3-(β-D-Glucopyranosyloxy)-4-{[4-(3-{1-[2-hydroxy-1,1-bis-(hydroxymethyl)ethylcarbamoyl]-1-(methyl)ethylcarbamoyl}-propyl)phenyl]methyl}-5-isopropyl-1H-pyrazole). As a reaction SMILES: C([O:4][C@@H:5]1[C@@H:10]([O:11]C(=O)C)[C@H:9]([O:15]C(=O)C)[C@@H:8]([CH2:19][O:20]C(=O)C)[O:7][C@H:6]1[O:24][C:25]1[C:29]([CH2:30][C:31]2[CH:36]=[CH:35][C:34]([CH2:37][CH2:38][CH2:39][C:40](=[O:48])[NH:41][C:42]([C:45]([OH:47])=O)([CH3:44])[CH3:43])=[CH:33][CH:32]=2)=[C:28]([CH:49]([CH3:51])[CH3:50])[NH:27][N:26]=1)(=O)C.[CH2:52]([OH:59])[C:53]([NH2:58])([CH2:56][OH:57])[CH2:54][OH:55].OCCN1CCNCC1>>[C@@H:6]1([O:24][C:25]2[C:29]([CH2:30][C:31]3[CH:32]=[CH:33][C:34]([CH2:37][CH2:38][CH2:39][C:40](=[O:48])[NH:41][C:42]([C:45](=[O:47])[NH:58][C:53]([CH2:56][OH:57])([CH2:54][OH:55])[CH2:52][OH:59])([CH3:44])[CH3:43])=[CH:35][CH:36]=3)=[C:28]([CH:49]([CH3:50])[CH3:51])[NH:27][N:26]=2)[O:7][C@H:8]([CH2:19][OH:20])[C@@H:9]([OH:15])[C@H:10]([OH:11])[C@H:5]1[OH:4]. Procedure details: The title compound was prepared in a similar manner to that described in Example 48 using 3-(2,3,4,6-tetra-O-acetyl-β-D-glucopyranosyloxy)-4-[(4-{3-[1-carboxy-1-(methyl)ethyl-carbamoyl]propyl}phenyl)methyl]-5-isopropyl-1H-pyrazole and tris(hydroxymethyl)aminomethane instead of 3-(2,3,4,6-tetra-O-acetyl-β-D-galactopyranosyloxy)-4-[(4-{3-[1-carboxy-1-(methyl)ethylcarbamoyl]propyl}phenyl)methyl]-5-isopropyl-1H-pyrazole and 1-(2-hydroxyethyl)piperazine, respectively. Starting materials: ClC1=C(C(=O)Cl)C=CC=N1 (2-chloronicotinoyl chloride), [S-]C#N.[NH4+] (ammonium thiocyanate), CNC=1C=C2C=CC=NC2=CC1 (6-(methylamino)quinoline). The solvent is CC(=O)C (acetone). Yields the product Cl.CN(C=1C=C2C=CC=NC2=CC1)C=1SC2=C(C(N1)=O)C=CC=N2 (2-[N-methyl-N-(quinolin-6-yl)amino]-4H-pyrido[3,2-e]-1,3-thiazin-4-one hydrochloride). RXN SMILES: [Cl:1][C:2]1[N:10]=[CH:9][CH:8]=[CH:7][C:3]=1[C:4](Cl)=[O:5].[S-:11][C:12]#[N:13].[NH4+].[CH3:15][NH:16][C:17]1[CH:18]=[C:19]2[C:24](=[CH:25][CH:26]=1)[N:23]=[CH:22][CH:21]=[CH:20]2>CC(C)=O>[ClH:1].[CH3:15][N:16]([C:12]1[S:11][C:2]2[N:10]=[CH:9][CH:8]=[CH:7][C:3]=2[C:4](=[O:5])[N:13]=1)[C:17]1[CH:18]=[C:19]2[C:24](=[CH:25][CH:26]=1)[N:23]=[CH:22][CH:21]=[CH:20]2 |f:1.2,5.6|. Reported procedure: The reaction procedure of Example 102 was followed except that 334 mg of 2-chloronicotinoyl chloride, 145 mg of ammonium thiocyanate, 300 m of 6-(methylamino)quinoline and 7 ml of acetone were used. The resulting crude product was then washed with hot ethanol to obtain 324 mg of 2-[N-methyl-N-(quinolin-6-yl)amino]-4H-pyrido[3,2-e]-1,3-thiazin-4-one hydrochloride. Starting materials: solution, CNC (dimethylamine), C1CCOC1 (THF), BrC=1C=C(C=CC1)S(=O)(=O)Cl (3-Bromobenzenesulfonyl chloride). Solvent: N1=CC=CC=C1 (pyridine). Conditions: time 5 hour. Yields the product BrC=1C=C(C=CC1)S(=O)(=O)N(C)C (3-Bromo-N,N-dimethyl-benzenesulfonamide). Yield: 96.0%. RXN SMILES: [Br:1][C:2]1[CH:3]=[C:4]([S:8](Cl)(=[O:10])=[O:9])[CH:5]=[CH:6][CH:7]=1.[CH3:12][NH:13][CH3:14].C1COCC1>N1C=CC=CC=1>[Br:1][C:2]1[CH:3]=[C:4]([S:8]([N:13]([CH3:14])[CH3:12])(=[O:10])=[O:9])[CH:5]=[CH:6][CH:7]=1. Procedure: Into a 20 mL scintillation vial were added 3-Bromobenzenesulfonyl chloride (0.301 g, 1.179 mmol) and anhydrous pyridine (5 mL). A 2M solution of dimethylamine in THF (1.0 mL, 2.0 mmol) was added dropwise, and the reaction mixture was stirred at rt under N2 for 5 h after which it was concentrated under vacuum. The crude residue was partitioned between EtOAc and 1M citric acid. The layers were separated, and the organic phase was washed 3× with 1M citric acid, then treated with brine, dried (Na2SO... The reactants are Cc1ccccc1, Cc1ccc(C(=O)c2ccccc2Nc2ncccc2N)cc1, Cc1ccc(S(=O)(=O)O)cc1. The product is Cc1ccc(C2=Nc3cccnc3Nc3ccccc32)cc1. Reaction SMILES: [CH3:35][c:36]1[cH:37][cH:38][cH:39][cH:40][cH:41]1.[NH2:1][c:2]1[c:3]([NH:8][c:9]2[c:10]([C:15](=[O:16])[c:17]3[cH:18][cH:19][c:20]([CH3:23])[cH:21][cH:22]3)[cH:11][cH:12][cH:13][cH:14]2)[n:4][cH:5][cH:6][cH:7]1.[c:24]1([CH3:25])[cH:26][cH:27][c:28]([S:29]([OH:30])(=[O:31])=[O:32])[cH:33][cH:34]1>>[N:1]1=[C:15]([c:17]2[cH:18][cH:19][c:20]([CH3:23])[cH:21][cH:22]2)[c:10]2[c:9]([cH:14][cH:13][cH:12][cH:11]2)[NH:8][c:3]2[c:2]1[cH:7][cH:6][cH:5][n:4]2. The reactants are NC=1C=CC(=C(C1)NC(C1=CC=C(C=C1)F)=O)C#N (N-(5-amino-2-cyano-phenyl)-4-fluoro-benzamide), CC1=C(C(=O)Cl)C(=CC(=C1)C(C(F)(F)F)(C(F)(F)F)F)C (2,6-dimethyl-4-(1,2,2,2-tetrafluoro-1-trifluoromethyl-ethyl)-benzoyl chloride). The solvent is O1CCCC1 (tetrahydrofuran), C(C)(=O)OCC (ethyl acetate), C(O)([O-])=O.[Na+] (sodium hydrogen carbonate), O1CCCC1 (tetrahydrofuran). Conditions: time 48 hour. Product: C(#N)C1=C(C=C(C=C1)NC(C1=C(C=C(C=C1C)C(C(F)(F)F)(C(F)(F)F)F)C)=O)NC(C1=CC=C(C=C1)F)=O (N-[4-cyano-3-(4-fluoro-benzoylamino)-phenyl]-2,6-dimethyl-4-(1,2,2,2-tetrafluoro-1-trifluoromethyl-ethyl)-benzamide). Isolated yield 30.2%. Reaction SMILES: [NH2:1][C:2]1[CH:3]=[CH:4][C:5]([C:18]#[N:19])=[C:6]([NH:8][C:9](=[O:17])[C:10]2[CH:15]=[CH:14][C:13]([F:16])=[CH:12][CH:11]=2)[CH:7]=1.[CH3:20][C:21]1[CH:29]=[C:28]([C:30]([F:39])([C:35]([F:38])([F:37])[F:36])[C:31]([F:34])([F:33])[F:32])[CH:27]=[C:26]([CH3:40])[C:22]=1[C:23](Cl)=[O:24]>O1CCCC1.C(OCC)(=O)C.C(=O)([O-])O.[Na+]>[C:18]([C:5]1[CH:4]=[CH:3][C:2]([NH:1][C:23](=[O:24])[C:22]2[C:21]([CH3:20])=[CH:29][C:28]([C:30]([F:39])([C:31]([F:32])([F:33])[F:34])[C:35]([F:36])([F:37])[F:38])=[CH:27][C:26]=2[CH3:40])=[CH:7][C:6]=1[NH:8][C:9](=[O:17])[C:10]1[CH:15]=[CH:14][C:13]([F:16])=[CH:12][CH:11]=1)#[N:19] |f:4.5|. Procedure details: To a solution of N-(5-amino-2-cyano-phenyl)-4-fluoro-benzamide (0.20 g, 0.78 mmol) (Example I9) in anhydrous tetrahydrofuran (2.5 ml) under an atmosphere of nitrogen was added at room temperature a solution of 2,6-dimethyl-4-(1,2,2,2-tetrafluoro-1-trifluoromethyl-ethyl)-benzoyl chloride (0.332 g, 1.04 mmol) (Example I4) in anhydrous tetrahydrofuran (2.5 ml). The reaction mixture was stirred at room temperature for 48 hours. The reaction mixture was diluted with ethyl acetate and aqueous sodium h... Reactants: OCCC1=C2CC(NC2=CC=C1)=O (4-Hydroxyethyl-2-oxindole), ClS(=O)(=O)O (chlorosulfonic acid), ice water. Reaction conditions: time 30 minute. The product is O=S1(C2=CC=C3C(=C2CCO1)CC(N3)=O)=O (6,6-dioxo-3,6,8,9-tetrahydro-1H-7-oxa-6λ6-thia-3-aza-cyclopenta[α]naphthalen-2-one). Isolated yield 28.0%. RXN SMILES: [OH:1][CH2:2][CH2:3][C:4]1[CH:12]=[CH:11][CH:10]=[C:9]2[C:5]=1[CH2:6][C:7](=[O:13])[NH:8]2.Cl[S:15](O)(=[O:17])=[O:16]>>[O:16]=[S:15]1(=[O:17])[O:1][CH2:2][CH2:3][C:4]2[C:12]1=[CH:11][CH:10]=[C:9]1[NH:8][C:7](=[O:13])[CH2:6][C:5]1=2. Procedure: 4-Hydroxyethyl-2-oxindole (5 g, 28.2 mmol) was dissolved in 20 mL of chlorosulfonic acid with stirring at room temperature. After 30 min, the reaction mixture was slowly added to ice water (300 mL) with stirring. The solid was filtered and dried to afford 1.9 g (28%) of 6,6-dioxo-3,6,8,9-tetrahydro-1H-7-oxa-6λ6-thia-3-aza-cyclopenta[α]naphthalen-2-one as a white powder. Starting materials: F.F.F[Si](F)(F)F (fluosilicic acid), F.F.F[Si](F)(F)F (fluosilicic acid), [OH-].[Al+3].[OH-].[OH-] (aluminum hydroxide), [F-].[Al+3].[F-].[F-] (Aluminum fluoride), [F-].[Al+3].[F-].[F-] (aluminum fluoride), [F-].[Al+3].[F-].[F-] (aluminum fluoride). Run at temperature 93 celsius, time 5 hour. Product: O.O.O.[F-].[Al+3].[F-].[F-] (aluminum fluoride trihydrate), [Al](F)(F)F (AlF3). As a reaction SMILES: [FH:1].[FH:2].[F:3][Si](F)(F)F.[OH-:8].[Al+3:9].[OH-].[OH-].[F-:12].[Al+3].[F-].[F-]>>[OH2:8].[OH2:8].[OH2:8].[F-:3].[Al+3:9].[F-:1].[F-:3].[Al:9]([F:12])([F:2])[F:1] |f:0.1.2,3.4.5.6,7.8.9.10,11.12.13.14.15.16.17|. Procedure: A fluosilicic acid solution and aluminum hydroxide were reacted with each other in a molar ratio shown in Table 1, and the produced silica was separated by filtration to prepare a super-saturated solution of aluminum fluoride having a concentration of aluminum fluoride and a concentration of fluosilicic acid shown in Table 1. Aluminum fluoride particles having an average particle diameter of 78 μm (specific surface area of 36.8 m2 /kg) were added as seed crystals to this super-saturated solution...